The task is: describe an organic reaction: reactants, conditions, products, and yield. This data is from the Open Reaction Database (ORD), a public repository of structured organic reaction records. Reactants: C(C)(C)(C)OC(=O)N1CC2=CC(=C(C=C2C1)C1CC1)N1CCOCC1 (5-cyclopropyl-6-morpholin-4-yl-1,3-dihydro-isoindole-2-carboxylic acid tert-butyl ester), FC(C(=O)O)(F)F (trifluoroacetic acid). Product: FC(C(=O)O)(F)F.C1(CC1)C=1C=C2CNCC2=CC1N1CCOCC1 (5-Cyclopropyl-6-morpholin-4-yl-2,3-dihydro-1H-isoindole trifluoroacetate). Reaction SMILES: C(OC([N:8]1[CH2:16][C:15]2[C:10](=[CH:11][C:12]([N:20]3[CH2:25][CH2:24][O:23][CH2:22][CH2:21]3)=[C:13]([CH:17]3[CH2:19][CH2:18]3)[CH:14]=2)[CH2:9]1)=O)(C)(C)C.[F:26][C:27]([F:32])([F:31])[C:28]([OH:30])=[O:29]>>[F:26][C:27]([F:32])([F:31])[C:28]([OH:30])=[O:29].[CH:17]1([C:13]2[CH:14]=[C:15]3[C:10](=[CH:11][C:12]=2[N:20]2[CH2:21][CH2:22][O:23][CH2:24][CH2:25]2)[CH2:9][NH:8][CH2:16]3)[CH2:19][CH2:18]1 |f:2.3|. Procedure: Prepared in analogy to Example A2(c) from 5-cyclopropyl-6-morpholin-4-yl-1,3-dihydro-isoindole-2-carboxylic acid tert-butyl ester and trifluoroacetic acid. Brown solid. MS (m/e): 245.4 ([M+H]+, 100%). The reactants are [H-].[Na+] (NaH), CO (MeOH), [H-].[Na+] (NaH), C1(=CC=CC=C1)NC1=CC=CC=C1 (diphenylamine), Br.NC1=NC2=NC=C(N=C2C(=N1)N)CBr (2,4-diamino-6-bromomethylpteridine hydrobromide). The solvent is C1CCOC1 (THF). Reaction conditions: time 10 minute. Yields the product NC1=NC2=NC=C(N=C2C(=N1)N)CN(C1=CC=CC=C1)C1=CC=CC=C1 (N-(2,4-diaminopteridin-6-yl)methyl-N,N-diphenylamine). RXN SMILES: [H-].[Na+].[C:3]1([NH:9][C:10]2[CH:15]=[CH:14][CH:13]=[CH:12][CH:11]=2)[CH:8]=[CH:7][CH:6]=[CH:5][CH:4]=1.Br.[NH2:17][C:18]1[N:27]=[C:26]([NH2:28])[C:25]2[C:20](=[N:21][CH:22]=[C:23]([CH2:29]Br)[N:24]=2)[N:19]=1.CO>C1COCC1>[NH2:17][C:18]1[N:27]=[C:26]([NH2:28])[C:25]2[C:20](=[N:21][CH:22]=[C:23]([CH2:29][N:9]([C:3]3[CH:4]=[CH:5][CH:6]=[CH:7][CH:8]=3)[C:10]3[CH:11]=[CH:12][CH:13]=[CH:14][CH:15]=3)[N:24]=2)[N:19]=1 |f:0.1,3.4|. Procedure: Powdered NaH (50 mg, 2.1 mmol) is added to a stirred solution of diphenylamine (1.3 g, 0.77 mmol) in dry THF (10 mL) at 0° C. under N2. After 10 min, 2,4-diamino-6-bromomethylpteridine hydrobromide (100 mg, 0.3 mmol) is added and the reaction mixture is allowed to come to room temperature and left to stir for 2 days. The excess NaH is decomposed with MeOH (1 mL) and the mixture is concentrated to dryness by rotary evaporation. Flash chromatography on silica gel with 95:5 CHCl3-MeOH as the eluent...